Dataset: the Open Reaction Database (ORD), a public repository of structured organic reaction records. Task: describe an organic reaction: reactants, conditions, products, and yield Reactants: C(C)(C)(C)OC(C[C@H](C(=O)N[C@H]([C@H]([C@H](CC(C)C)O)O)CC1CCCCC1)CC=1N=CSC1)=O (4-{[1(S)-(Cyclohexylmethyl)-2(R),3(S)-dihydroxy-5-methylhexyl]amino}-4-oxo-3(R)-(4-thiazolylmethyl)butanoic acid tert-butyl ester), O1C(NCC1)=O (2-oxazolidinone), [OH-].[Li+].OO (lithium hydroxide hydrogen peroxide), ( g ). Yields the product 4-tert-butyl ester, S1C=NC(=C1)C[C@@H](C(=O)O)CC(=O)O (2(R)-(4-thiazolylmethyl)butanedioic acid). Reaction SMILES: C([O:5][C:6](=[O:34])[CH2:7][C@@H:8]([CH2:28][C:29]1[N:30]=[CH:31][S:32][CH:33]=1)[C:9](N[C@@H](CC1CCCCC1)[C@@H](O)[C@@H](O)CC(C)C)=[O:10])(C)(C)C.[O:35]1CCNC1=O.[OH-].[Li+].OO>>[S:32]1[CH:33]=[C:29]([CH2:28][C@H:8]([CH2:7][C:6]([OH:5])=[O:34])[C:9]([OH:10])=[O:35])[N:30]=[CH:31]1 |f:2.3.4|. Procedure: 4-{[1(S)-(Cyclohexylmethyl)-2(R),3(S)-dihydroxy-5-methylhexyl]amino}-4-oxo-3(R)-(4-thiazolylmethyl)butanoic acid tert-butyl ester: The latter 2-oxazolidinone derivative (4.02 g, 10.5 mmol) was reacted with lithium hydroxide-hydrogen peroxide according to the procedure of example 2, section (g) to give the monoprotected dicarboxylic acid of formula 2, i.e. the 4-tert-butyl ester of 2(R)-(4-thiazolylmethyl)butanedioic acid. Subsequent coupling of the latter compound (2.83 g, 10.4 mmol) with 2(S)-a...